Dataset: the Open Reaction Database (ORD), a public repository of structured organic reaction records. Task: describe an organic reaction: reactants, conditions, products, and yield Reactants: FC(C=1C=C(N)C=CC1)(F)F (3-(trifluoromethyl)-aniline), ClCCC(=O)Cl (3-chloro-propionyl chloride). Yields the product FC(C=1C=C(NC(=O)CCCl)C=CC1)(F)F (3-trifluoromethyl-N-(2-chloroethylcarbonyl)-aniline). As a reaction SMILES: [F:1][C:2]([F:11])([F:10])[C:3]1[CH:4]=[C:5]([CH:7]=[CH:8][CH:9]=1)[NH2:6].[Cl:12][CH2:13][CH2:14][C:15](Cl)=[O:16]>>[F:1][C:2]([F:10])([F:11])[C:3]1[CH:4]=[C:5]([CH:7]=[CH:8][CH:9]=1)[NH:6][C:15]([CH2:14][CH2:13][Cl:12])=[O:16]. Procedure: The title compound was prepared according to the known Schotten-Baumann procedure using 3-(trifluoromethyl)-aniline and 3-chloro-propionyl chloride. The reactants are [N+](=O)([O-])C=1C=C(C=CC1)N (3-Nitro-phenylamine), FC1=CC=C(C(=O)Cl)C=C1 (4-Fluoro-benzoyl-chloride). Run in C(C)(=O)OCC (ethyl acetate), C(O)([O-])=O.[Na+] (sodium hydrogen carbonate). Reaction conditions: time 2 hour. Yields the product FC1=CC=C(C(=O)NC2=CC(=CC=C2)[N+](=O)[O-])C=C1 (4-fluoro-N-(3-nitro-phenyl)-benzamide). The yield is 100.0%. As a reaction SMILES: [N+:1]([C:4]1[CH:5]=[C:6]([NH2:10])[CH:7]=[CH:8][CH:9]=1)([O-:3])=[O:2].[F:11][C:12]1[CH:20]=[CH:19][C:15]([C:16](Cl)=[O:17])=[CH:14][CH:13]=1>C(OCC)(=O)C.C(=O)([O-])O.[Na+]>[F:11][C:12]1[CH:20]=[CH:19][C:15]([C:16]([NH:10][C:6]2[CH:7]=[CH:8][CH:9]=[C:4]([N+:1]([O-:3])=[O:2])[CH:5]=2)=[O:17])=[CH:14][CH:13]=1 |f:3.4|. Procedure: 3-Nitro-phenylamine (5 g, 36.2 mmol) was dissolved in a biphasic mixture of ethyl acetate (100 ml) and aqueous sodium hydrogen carbonate (1N) (100 ml). 4-Fluoro-benzoyl-chloride (8.7 ml, 41.6 mmol) was added under vigorous stirring. The mixture was stirred for 2 hours at ambient temperature. The phases were separated, the organic phase was dried over sodium sulfate and concentrated. The residue was used without further purification (9.4 g, 100% yield). 1H-NMR (CDCl3, 400 MHz) as disclosed in Mag... Starting materials: ClCCl, Clc1nc(Cl)c2ccccc2n1, [Zn]. Yields the product Clc1ncc2ccccc2n1. RXN SMILES: [CH2:13]([Cl:14])[Cl:15].[Cl:1][c:2]1[n:3][c:4]2[cH:5][cH:6][cH:7][cH:8][c:9]2[c:10]([Cl:12])[n:11]1.[Zn:16]>>[Cl:1][c:2]1[n:3][c:4]2[cH:5][cH:6][cH:7][cH:8][c:9]2[cH:10][n:11]1. Starting materials: O=C([O-])[O-], COC(=O)Cc1c(Cl)nc(C)nc1SC, I[Cu]I, Oc1cccc(C(F)(F)F)c1, [K+], [K+], CN(C)C=O, O. Product: COC(=O)Cc1c(Oc2cccc(C(F)(F)F)c2)nc(C)nc1SC. RXN SMILES: [C:16](=[O:17])([O-:18])[O-:19].[Cl:1][c:2]1[n:3][c:4]([CH3:15])[n:5][c:6]([S:13][CH3:14])[c:7]1[CH2:8][C:9](=[O:10])[O:11][CH3:12].[Cu:39]([I:40])[I:41].[F:22][C:23]([c:24]1[cH:25][c:26]([OH:30])[cH:27][cH:28][cH:29]1)([F:31])[F:32].[K+:20].[K+:21].[O:34]=[CH:35][N:36]([CH3:37])[CH3:38].[OH2:33]>>[c:2]1([O:30][c:26]2[cH:25][c:24]([C:23]([F:22])([F:31])[F:32])[cH:29][cH:28][cH:27]2)[n:3][c:4]([CH3:15])[n:5][c:6]([S:13][CH3:14])[c:7]1[CH2:8][C:9](=[O:10])[O:11][CH3:12]. Reactants: O1C(=CC=C1)C=1CC(=NN1)C(=O)O (5-(2-furyl)-4H-pyrazole-3-carboxylic acid), NCCN1N=C(C=C1)C1=CC(=C(C#N)C=C1)Cl (4-(1-(2-aminoethyl)-1H-pyrazol-3-yl)-2-chlorobenzonitrile). Product: ClC=1C=C(C=CC1C#N)C1=NN(C=C1)CCNC(=O)C1=CC(=NN1)C=1OC=CC1 (N-(2-(3-(3-chloro-4-cyanophenyl)-1H-pyrazol-1-yl)ethyl)-3-(furan-2-yl)-1H-pyrazole-5-carboxamide). Isolated yield 35.6%. As a reaction SMILES: [O:1]1[CH:5]=[CH:4][CH:3]=[C:2]1[C:6]1[CH2:7][C:8]([C:11]([OH:13])=O)=[N:9][N:10]=1.[NH2:14][CH2:15][CH2:16][N:17]1[CH:21]=[CH:20][C:19]([C:22]2[CH:29]=[CH:28][C:25]([C:26]#[N:27])=[C:24]([Cl:30])[CH:23]=2)=[N:18]1>>[Cl:30][C:24]1[CH:23]=[C:22]([C:19]2[CH:20]=[CH:21][N:17]([CH2:16][CH2:15][NH:14][C:11]([C:8]3[NH:9][N:10]=[C:6]([C:2]4[O:1][CH:5]=[CH:4][CH:3]=4)[CH:7]=3)=[O:13])[N:18]=2)[CH:29]=[CH:28][C:25]=1[C:26]#[N:27]. Procedure: The title compound was prepared using the method of Example 54 but starting from 5-(2-furyl)-4H-pyrazole-3-carboxylic acid (36 mg; 0.20 mmol) and 4-(1-(2-aminoethyl)-1H-pyrazol-3-yl)-2-chlorobenzonitrile (50 mg; 0.20 mmol). Crude product was purified by chromatography (CombiFlash, silica column, eluent: 0-100% MeOH/DCM) to obtain 29 mg (36%) of the title compound. 1H-NMR (400 MHz; d1-CDCl3): δ 3.90-3.96 (m, 2H), 4.41 (t, 2H), 6.51-6.53 (m, 1H), 6.61 (d, 1H), 6.66 (d, 1H), 6.95 (s, 1H), 7.48-7.50... Reactants: CN[C@@H](C(C1=CC=CC=C1)(C)C)C(=O)N[C@@H](C(C)(C)C)C(=O)N(C)[C@H](\C=C(\C(=O)N(C)OC)/C)C(C)C (N,β,β-trimethyl-L-phenylalanyl-N1-{(1S,2E)-1-isopropyl-4-[methoxy(methyl)-amino]-3-methyl-4-oxobut-2-enyl}-N1,3-dimethyl-L-valinamide), S1C=NC=C1 (thiazole), CN(C)CCN(C)C (TMEDA), [Li]CCCC (n-BuLi). The solvent is C1CCOC1 (THF), C1CCOC1 (THF). Reaction conditions: temperature -60 celsius, time 20 minute. Product: CN[C@@H](C(C1=CC=CC=C1)(C)C)C(=O)N[C@@H](C(C)(C)C)C(=O)N(C)[C@H](\C=C(\C(C=1SC=CN1)=O)/C)C(C)C (N,β,β-trimethyl-L-phenylalanyl-N1-[(1S,2E)-1-isopropyl-3-methyl-4-oxo-4-(1,3-thiazol-2-yl)but-2-enyl]-N1,3-dimethyl-L-valinamide). The yield is 86.0%. RXN SMILES: [S:1]1[CH:5]=[CH:4][N:3]=[CH:2]1.CN(CCN(C)C)C.[Li]CCCC.[CH3:19][NH:20][C@H:21]([C:31]([NH:33][C@H:34]([C:39]([N:41]([C@@H:43]([CH:53]([CH3:55])[CH3:54])/[CH:44]=[C:45](\[CH3:52])/[C:46](N(OC)C)=[O:47])[CH3:42])=[O:40])[C:35]([CH3:38])([CH3:37])[CH3:36])=[O:32])[C:22]([CH3:30])([CH3:29])[C:23]1[CH:28]=[CH:27][CH:26]=[CH:25][CH:24]=1>C1COCC1>[CH3:19][NH:20][C@H:21]([C:31]([NH:33][C@H:34]([C:39]([N:41]([C@@H:43]([CH:53]([CH3:55])[CH3:54])/[CH:44]=[C:45](\[CH3:52])/[C:46](=[O:47])[C:2]1[S:1][CH:5]=[CH:4][N:3]=1)[CH3:42])=[O:40])[C:35]([CH3:38])([CH3:37])[CH3:36])=[O:32])[C:22]([CH3:30])([CH3:29])[C:23]1[CH:28]=[CH:27][CH:26]=[CH:25][CH:24]=1. Procedure: To a solution of thiazole (0.035 mL, 0.5 mmol) and TMEDA (0.068 mL, 0.45 mmol) in anhydrous THF (1.0 mL) cooled to −60° C. is added n-BuLi (0.17 mL, 0.43 mmol). After stirring for 20 min at −60° C., a solution of N,β,β-trimethyl-L-phenylalanyl-N1-{(1S,2E)-1-isopropyl-4-[methoxy(methyl)-amino]-3-methyl-4-oxobut-2-enyl}-N1,3-dimethyl-L-valinamide (52 mg, 0.1 mmol, from Example 52, in anhydrous THF (0.5 mL) is added. The purple reaction mixture is stirred for 2 h from −60° C. to room temperature, q...